From a dataset of the Open Reaction Database (ORD), a public repository of structured organic reaction records. describe an organic reaction: reactants, conditions, products, and yield Starting materials: CC(O)c1ccc(C(C)(C)C)cc1, [CH2]C, CCOCC, O, BrP(Br)Br, c1ccncc1. The product is CC(Br)c1ccc(C(C)(C)C)cc1. RXN SMILES: [C:3]([CH3:4])([CH3:5])([CH3:6])[c:7]1[cH:8][cH:9][c:10]([CH:11]([CH3:12])[OH:13])[cH:14][cH:15]1.[CH2:1][CH3:2].[CH2:26]([O:27][CH2:28][CH3:29])[CH3:30].[OH2:31].[P:22]([Br:23])([Br:24])[Br:25].[cH:16]1[cH:17][cH:18][n:19][cH:20][cH:21]1>>[C:3]([CH3:4])([CH3:5])([CH3:6])[c:7]1[cH:8][cH:9][c:10]([CH:11]([CH3:12])[Br:23])[cH:14][cH:15]1. Reaction SMILES: [CH3:1][S:2](=[O:3])(=[O:4])[c:5]1[cH:6][cH:7][c:8]([F:11])[cH:9][cH:10]1.[CH3:28][C:29]#[N:30].[K+:12].[K+:13].[O-:14][C:15]([O-:16])=[O:17].[O:18]1[CH2:19][CH2:20][O:21][C:22]12[CH2:23][CH2:24][NH:25][CH2:26][CH2:27]2.[OH2:31]>>[CH3:1][S:2](=[O:3])(=[O:4])[c:5]1[cH:6][cH:7][c:8]([N:25]2[CH2:24][CH2:23][C:22]3([O:18][CH2:19][CH2:20][O:21]3)[CH2:27][CH2:26]2)[cH:9][cH:10]1. Product: CS(=O)(=O)c1ccc(N2CCC3(CC2)OCCO3)cc1. Reactants: CS(=O)(=O)c1ccc(F)cc1, CC#N, [K+], [K+], O=C([O-])[O-], C1CC2(CCN1)OCCO2, O. Product: Cl.Cl.C(C1=CC=CC=C1)C1=NC(=NC(=C1)C)NC1CCN(CC1)C1=CC=NC=C1 ((4-Benzyl-6-methyl-pyrimidin-2-yl)-(3,4,5,6-tetrahydro-2H-[1,4′]bipyridinyl-4-yl)-amine dihydrochloride), solid. Reported procedure: To a suspension of 4-benzyl-2-chloro-6-methyl-pyrimidine (WO2009103652; 70 mg, 0.32 mmol) and 4-(4-aminopiperidino)pyridine dihydrochloride (ABCR; 80 mg, 0.32 mmol) in dioxane (2 mL) was added potassium carbonate (885 mg, 6.4 mmol), palladium(II) acetate (3 mg, 0.013 mmol) and 2-(dicyclohexylphosphino)biphenyl (11 mg, 0.031 mmol). The reaction mixture was refluxed overnight, concentrated, hydrolyzed and extracted with ethyl acetate. Chromatography on Si-Amine (Silicycle, 10 g) using cyclohexane/... Isolated yield 51.0%. Reagents/catalysts: O1CCOCC1 (dioxane), C(C)(=O)[O-].[Pd+2].C(C)(=O)[O-] (palladium(II) acetate). Reactants: C(C1=CC=CC=C1)C1=NC(=NC(=C1)C)Cl (4-benzyl-2-chloro-6-methyl-pyrimidine), Cl.Cl.NC1CCN(CC1)C1=CC=NC=C1 (4-(4-aminopiperidino)pyridine dihydrochloride), Cl (HCl), C([O-])([O-])=O.[K+].[K+] (potassium carbonate), C1(CCCCC1)P(C1=C(C=CC=C1)C1=CC=CC=C1)C1CCCCC1 (2-(dicyclohexylphosphino)biphenyl). Run in O1CCOCC1 (dioxane), O1CCOCC1 (dioxane). RXN SMILES: [CH2:1]([C:8]1[CH:13]=[C:12]([CH3:14])[N:11]=[C:10]([Cl:15])[N:9]=1)[C:2]1[CH:7]=[CH:6][CH:5]=[CH:4][CH:3]=1.[ClH:16].Cl.[NH2:18][CH:19]1[CH2:24][CH2:23][N:22]([C:25]2[CH:30]=[CH:29][N:28]=[CH:27][CH:26]=2)[CH2:21][CH2:20]1.C(=O)([O-])[O-].[K+].[K+].C1(P(C2CCCCC2)C2C=CC=CC=2C2C=CC=CC=2)CCCCC1.Cl>O1CCOCC1.C([O-])(=O)C.[Pd+2].C([O-])(=O)C>[ClH:15].[ClH:16].[CH2:1]([C:8]1[CH:13]=[C:12]([CH3:14])[N:11]=[C:10]([NH:18][CH:19]2[CH2:20][CH2:21][N:22]([C:25]3[CH:26]=[CH:27][N:28]=[CH:29][CH:30]=3)[CH2:23][CH2:24]2)[N:9]=1)[C:2]1[CH:7]=[CH:6][CH:5]=[CH:4][CH:3]=1 |f:1.2.3,4.5.6,10.11.12,13.14.15|. Starting materials: C(Cl)Cl (CH2Cl2), BrC1=CN=C(C(=N1)NCC1CCOCC1)N (6-bromo-N2-((tetrahydro-2H-pyran-4-yl)methyl)pyrazine-2,3-diamine), C(=O)([O-])[O-].[Na+].[Na+] (Na2CO3), ClC=1C(=CC(=NC1)F)B(O)O (5-chloro-2-fluoropyridin-4-ylboronic acid). Reagents/catalysts: C1=CC=C(C=C1)P([C-]2C=CC=C2)C3=CC=CC=C3.C1=CC=C(C=C1)P([C-]2C=CC=C2)C3=CC=CC=C3.Cl[Pd]Cl.[Fe+2] (PdCl2(dppf)). The solvent is COCCOC (DME), CCOC(=O)C (EtOAc). Conditions: temperature 100 celsius. The product is ClC=1C(=CC(=NC1)F)C1=CN=C(C(=N1)NCC1CCOCC1)N (6-(5-chloro-2-fluoropyridin-4-yl)-N2-((tetrahydro-2H-pyran-4-yl)methyl)pyrazine-2,3-diamine). Yield: 29.0%. RXN SMILES: Br[C:2]1[N:7]=[C:6]([NH:8][CH2:9][CH:10]2[CH2:15][CH2:14][O:13][CH2:12][CH2:11]2)[C:5]([NH2:16])=[N:4][CH:3]=1.C([O-])([O-])=O.[Na+].[Na+].[Cl:23][C:24]1[C:25](B(O)O)=[CH:26][C:27]([F:30])=[N:28][CH:29]=1.C(Cl)Cl>COCCOC.CCOC(C)=O.C1C=CC(P(C2C=CC=CC=2)[C-]2C=CC=C2)=CC=1.C1C=CC(P(C2C=CC=CC=2)[C-]2C=CC=C2)=CC=1.Cl[Pd]Cl.[Fe+2]>[Cl:23][C:24]1[C:25]([C:2]2[N:7]=[C:6]([NH:8][CH2:9][CH:10]3[CH2:15][CH2:14][O:13][CH2:12][CH2:11]3)[C:5]([NH2:16])=[N:4][CH:3]=2)=[CH:26][C:27]([F:30])=[N:28][CH:29]=1 |f:1.2.3,8.9.10.11|. Procedure details: To a degassed suspension of 6-bromo-N2-((tetrahydro-2H-pyran-4-yl)methyl)pyrazine-2,3-diamine (100 mg, 0.348 mmol), Na2CO3 (96 mg, 0.905 mmol) and 5-chloro-2-fluoropyridin-4-ylboronic acid (92 mg, 0.522 mmol) in DME (3 ml) was added PdCl2(dppf).CH2Cl2 adduct (22.75 mg, 0.028 mmol). The reaction mixture was capped in a flask and heated to 100° C. for 4 hr an oil bath. The reaction mixture was diluted with EtOAc and washed with H2O, sat NaCl. The organic layer was dried Na2SO4, filtered and concen... Reactants: [I-].C[N+]1=C(C=CC=C1)C (1,2-dimethylpyridinium iodide), COC(COC1=C(C=O)C=CC=C1)OC (o-(2,2-dimethoxyethoxy)benzaldehyde), resultant solution. The reagents and catalysts are N1CCCCC1 (piperidine). Run in CO (methanol). The product is [I-].C[N+]1=C(C=CC=C1)C=CC1=C(C=CC=C1)OCC(OC)OC (1-methyl-2-[o-(2,2-dimethoxyethoxy)-styryl]pyridinium iodide). The yield is 86.6%. Reaction SMILES: [I-:1].[CH3:2][N+:3]1[CH:8]=[CH:7][CH:6]=[CH:5][C:4]=1[CH3:9].[CH3:10][O:11][CH:12]([O:23][CH3:24])[CH2:13][O:14][C:15]1[CH:22]=[CH:21][CH:20]=[CH:19][C:16]=1[CH:17]=O>CO.N1CCCCC1>[I-:1].[CH3:2][N+:3]1[CH:8]=[CH:7][CH:6]=[CH:5][C:4]=1[CH:9]=[CH:17][C:16]1[CH:19]=[CH:20][CH:21]=[CH:22][C:15]=1[O:14][CH2:13][CH:12]([O:23][CH3:24])[O:11][CH3:10] |f:0.1,5.6|. Reported procedure: In 6 ml of methanol, 1.50 g of 1,2-dimethylpyridinium iodide and 1.50 g of o-(2,2-dimethoxyethoxy)benzaldehyde. The resultant solution, with two drops of piperidine added thereto, was refluxed for five hours and then left to stand and cool off. The crystals which deposited consequently were collected and thoroughly washed with acetone. Consequently, there was obtained 2.36 g of 1-methyl-2-[o-(2,2-dimethoxyethoxy)-styryl]pyridinium iodide which melted at 169°~173° C. This product showed the highe... Reported procedure: Prepared according to the procedure described for example 2 from 2-(2,6-difluoro-phenyl)-5-hydroxy-1-methyl-6-oxo-1,6-dihydro-pyrimidine-4-carboxylic acid ethyl ester (31 mg, 0.1 mmol) and 2,4-difluorobenzylamine (72 mg, 0.5 mmol). The title product was obtained as an off-white solid (36.2 mg, 89% yield). 1HNMR (500 MHz, CDCl3) δ: 12.13 (1H, s), 7.87 (1H, br s), 7.06 (2H, dd, J=8.54, 7.33 Hz), 6.86–6.81 (2H, m), 6.75–6.69 (2H, m), 4.56 (2H, d, J=6.41 Hz), 3.42 (3H, s). HRMS (ESI) calcd for C19H1... Yields the product FC1=C(CNC(=O)C=2N=C(N(C(C2O)=O)C)C2=C(C=CC=C2F)F)C=CC(=C1)F (N-(2,4-difluorobenzyl)-2-(2,6-difluorophenyl)-5-hydroxy-1-methyl-6-oxo-1,6-dihydropyrimidine-4-carboxamide), solid. The yield is 89.0%. Reactants: C(C)OC(=O)C=1N=C(N(C(C1O)=O)C)C1=C(C=CC=C1F)F (2-(2,6-difluoro-phenyl)-5-hydroxy-1-methyl-6-oxo-1,6-dihydro-pyrimidine-4-carboxylic acid ethyl ester), FC1=C(CN)C=CC(=C1)F (2,4-difluorobenzylamine). As a reaction SMILES: C(O[C:4]([C:6]1[N:7]=[C:8]([C:15]2[C:20]([F:21])=[CH:19][CH:18]=[CH:17][C:16]=2[F:22])[N:9]([CH3:14])[C:10](=[O:13])[C:11]=1[OH:12])=[O:5])C.[F:23][C:24]1[CH:31]=[C:30]([F:32])[CH:29]=[CH:28][C:25]=1[CH2:26][NH2:27]>>[F:23][C:24]1[CH:31]=[C:30]([F:32])[CH:29]=[CH:28][C:25]=1[CH2:26][NH:27][C:4]([C:6]1[N:7]=[C:8]([C:15]2[C:16]([F:22])=[CH:17][CH:18]=[CH:19][C:20]=2[F:21])[N:9]([CH3:14])[C:10](=[O:13])[C:11]=1[OH:12])=[O:5].